From a dataset of the Open Reaction Database (ORD), a public repository of structured organic reaction records. describe an organic reaction: reactants, conditions, products, and yield Starting materials: [Cl-].[Al+3].[Cl-].[Cl-] (Aluminum chloride), FC1=C(C=CC=C1)OC (1-fluoro-2-methoxybenzene), C(CCCCC)(=O)Cl (hexanoyl chloride), Cl (HCl). Reaction conditions: time 45 minute. The product is FC=1C=C(C=CC1OC)C(CCCCC)=O (1-(3-fluoro-4-methoxyphenyl)-1-hexanone). Yield: 90.4%. RXN SMILES: [Cl-].[Al+3].[Cl-].[Cl-].[F:5][C:6]1[CH:11]=[CH:10][CH:9]=[CH:8][C:7]=1[O:12][CH3:13].[C:14](Cl)(=[O:20])[CH2:15][CH2:16][CH2:17][CH2:18][CH3:19].Cl>>[F:5][C:6]1[CH:11]=[C:10]([C:14](=[O:20])[CH2:15][CH2:16][CH2:17][CH2:18][CH3:19])[CH:9]=[CH:8][C:7]=1[O:12][CH3:13] |f:0.1.2.3|. Procedure: Aluminum chloride (6.5 g, 48.8 mmol) was added to a stirred mixture of 1-fluoro-2-methoxybenzene (5.0 mL, 44.4 mmol) and hexanoyl chloride (7.5 mL, 53.3 mmol) at room temperature. The mixture warmed and HCl evolution occurred. The resulting mixture was stirred at room temperature for 45 minutes and then partitioned between EtOAc (100 mL) and water (100 mL). The EtOAc layer was washed with water (100 mL), aqueous K2CO3 (100 mL) and brine (50 mL), dried over MgSO4, filtered, and evaporated under v... Reactants: FC1=C2C(=C3C=CN(C3=C1)S(=O)(=O)C1=CC=CC=C1)C(=NCCO2)C (6-Fluoro-1-methyl-8-(phenylsulfonyl)-3,8-dihydro-4H-[1,4]oxazepino[6,7-e]indole), FC1=C2C(=C3C=CN(C3=C1)S(=O)(=O)C1=CC=CC=C1)C(=NCCO2)C (6-Fluoro-1-methyl-8-(phenylsulfonyl)-3,8-dihydro-4H-[1,4]oxazepino[6,7-e]indole), [BH3-]C#N.[Na+] (NaCNBH3). The solvent is CCO (EtOH). Conditions: temperature 50 celsius. Yields the product FC1=C2C(=C3C=CN(C3=C1)S(=O)(=O)C1=CC=CC=C1)C(NCCO2)C (6-Fluoro-1-methyl-8-(phenylsulfonyl)-1,3,4,8-tetrahydro-2H-[1,4]oxazepino[6,7-e]indole). The yield is 11.9%. Reaction SMILES: [F:1][C:2]1[CH:10]=[C:9]2[C:5]([CH:6]=[CH:7][N:8]2[S:11]([C:14]2[CH:19]=[CH:18][CH:17]=[CH:16][CH:15]=2)(=[O:13])=[O:12])=[C:4]2[C:20]([CH3:25])=[N:21][CH2:22][CH2:23][O:24][C:3]=12.[BH3-]C#N.[Na+]>CCO>[F:1][C:2]1[CH:10]=[C:9]2[C:5]([CH:6]=[CH:7][N:8]2[S:11]([C:14]2[CH:15]=[CH:16][CH:17]=[CH:18][CH:19]=2)(=[O:12])=[O:13])=[C:4]2[CH:20]([CH3:25])[NH:21][CH2:22][CH2:23][O:24][C:3]=12 |f:1.2|. Procedure: 6-Fluoro-1-methyl-8-(phenylsulfonyl)-3,8-dihydro-4H-[1,4]oxazepino[6,7-e]indole (Intermediate 31, 0.010 g, 0.028 mmol) was dissolved in EtOH (2 mL) and NaCNBH3 (3.5 mg, 0.056 mmol) was added. The reaction mixture was heated at 50° C. for 1 hour. The reaction was quenched by addition of water and the solvent was removed under reduced pressure. The crude product was purified by preparative HPLC (XTerra C18, 50 mM NH4HCO3 pH 10-CH3CN) to give the title compound (1.2 mg). MS m/z 361 [M+H]+. Starting materials: O=C([O-])O, Cl, [Na+], C1CCOC1, C(=CCCc1ccccc1)CCCCCCCOC1CCCCO1. Product: OCCCCCCCC=CCCc1ccccc1. Reaction SMILES: [C:25](=[O:26])([OH:27])[O-:28].[ClH:35].[Na+:29].[O:30]1[CH2:31][CH2:32][CH2:33][CH2:34]1.[c:1]1([CH2:7][CH2:8][CH:9]=[CH:10][CH2:11][CH2:12][CH2:13][CH2:14][CH2:15][CH2:16][CH2:17][O:18][CH:19]2[CH2:20][CH2:21][CH2:22][CH2:23][O:24]2)[cH:2][cH:3][cH:4][cH:5][cH:6]1>>[c:1]1([CH2:7][CH2:8][CH:9]=[CH:10][CH2:11][CH2:12][CH2:13][CH2:14][CH2:15][CH2:16][CH2:17][OH:18])[cH:2][cH:3][cH:4][cH:5][cH:6]1. The reactants are O1C(CCCC1)ONC(=O)[C@@H](CC=CC1=CC=CC=C1)[C@H](C(=O)NN1C(CN(CC1=O)C(=O)OCC1=CC=CC=C1)=O)CC(C)C (2(R)-[1(S)-[(tetrahydro-2(RS)-pyranyloxy)carbamoyl]-4-phenyl-3-butenyl]-4-methyl-N-(4-benzyloxycarbonyl-2,6-dioxo-1-piperazinyl)valeramide). The reagents and catalysts are [Pd] (palladium-on-carbon). Solvent: C(C)(C)O (isopropyl alcohol). Product: O1C(CCCC1)ONC(=O)[C@@H](CCCC1=CC=CC=C1)[C@H](C(=O)NN1C(CNCC1=O)=O)CC(C)C (2(R)-[1(S)-[(tetrahydro-2(RS)-pyranyloxy)carbamoyl]-4-phenylbutyl]-4-methyl-N-(2,6-dioxo-1-piperazinyl)valeramide). The yield is 51.1%. As a reaction SMILES: [O:1]1[CH2:6][CH2:5][CH2:4][CH2:3][CH:2]1[O:7][NH:8][C:9]([C@H:11]([C@@H:21]([CH2:43][CH:44]([CH3:46])[CH3:45])[C:22]([NH:24][N:25]1[C:30](=[O:31])[CH2:29][N:28](C(OCC2C=CC=CC=2)=O)[CH2:27][C:26]1=[O:42])=[O:23])[CH2:12][CH:13]=[CH:14][C:15]1[CH:20]=[CH:19][CH:18]=[CH:17][CH:16]=1)=[O:10]>C(O)(C)C.[Pd]>[O:1]1[CH2:6][CH2:5][CH2:4][CH2:3][CH:2]1[O:7][NH:8][C:9]([C@H:11]([C@@H:21]([CH2:43][CH:44]([CH3:46])[CH3:45])[C:22]([NH:24][N:25]1[C:26](=[O:42])[CH2:27][NH:28][CH2:29][C:30]1=[O:31])=[O:23])[CH2:12][CH2:13][CH2:14][C:15]1[CH:20]=[CH:19][CH:18]=[CH:17][CH:16]=1)=[O:10]. Procedure: A solution of 0.178 g of 2(R)-[1(S)-[(tetrahydro-2(RS)-pyranyloxy)carbamoyl]-4-phenyl-3-butenyl]-4-methyl-N-(4-benzyloxycarbonyl-2,6-dioxo-1-piperazinyl)valeramide in 5 ml of isopropyl alcohol was hydrogenated for 4 hours in the presence of 0.020 g of 10% palladium-on-carbon. The catalyst was removed by filtration and the solvent was evaporated to give 0.072 g of 2(R)-[1(S)-[(tetrahydro-2(RS)-pyranyloxy)carbamoyl]-4-phenylbutyl]-4-methyl-N-(2,6-dioxo-1-piperazinyl)valeramide in the form of a whi... Starting materials: CN(C)CCN, CC(=O)O, CCO, O=C1c2ccccc2C(=O)N1OCC1CC1, CCC(=O)c1cc(Cl)ccc1NS(=O)(=O)C(F)(F)F. Product: CCC(=NOCC1CC1)c1cc(Cl)ccc1NS(=O)(=O)C(F)(F)F. RXN SMILES: [CH3:1][N:2]([CH3:3])[CH2:4][CH2:5][NH2:6].[CH3:23][C:24](=[O:25])[OH:26].[CH3:46][CH2:47][OH:48].[CH:7]1([CH2:10][O:11][N:12]2[C:13](=[O:14])[c:15]3[cH:16][cH:17][cH:18][cH:19][c:20]3[C:21]2=[O:22])[CH2:8][CH2:9]1.[Cl:27][c:28]1[cH:29][c:30]([C:42]([CH2:43][CH3:44])=[O:45])[c:31]([NH:34][S:35](=[O:36])(=[O:37])[C:38]([F:39])([F:40])[F:41])[cH:32][cH:33]1>>[CH:7]1([CH2:10][O:11][N:12]=[C:42]([c:30]2[cH:29][c:28]([Cl:27])[cH:33][cH:32][c:31]2[NH:34][S:35](=[O:36])(=[O:37])[C:38]([F:39])([F:40])[F:41])[CH2:43][CH3:44])[CH2:8][CH2:9]1. The reactants are CCOC(=O)Cl, C1CCOC1, O=C(O)c1csc(C2CC2)n1, [N-]=[N+]=[N-], [Na+], O. The product is [N-]=[N+]=NC(=O)c1csc(C2CC2)n1. RXN SMILES: [CH2:12]([O:13][C:14]([Cl:15])=[O:16])[CH3:17].[CH2:22]1[O:23][CH2:24][CH2:25][CH2:26]1.[CH:1]1([c:4]2[s:5][cH:6][c:7]([C:9](=[O:10])[OH:11])[n:8]2)[CH2:2][CH2:3]1.[N-:18]=[N+:19]=[N-:20].[Na+:21].[OH2:27]>>[CH:1]1([c:4]2[s:5][cH:6][c:7]([C:9](=[O:11])[N:18]=[N+:19]=[N-:20])[n:8]2)[CH2:2][CH2:3]1.